From a dataset of the Open Reaction Database (ORD), a public repository of structured organic reaction records. describe an organic reaction: reactants, conditions, products, and yield The reactants are P(O)(=O)(OP(=O)(O)O)OC[C@@H]1[C@H]([C@H]([C@@H](O1)N1C(=O)N=C(NC(CCCCCCCCCCCCC)=O)C=C1)O)O (N4 -myristoylcytidine-5'-pyrophosphate), P(O)(=O)(OP(=O)(O)O)OC[C@@H]1[C@H]([C@H]([C@@H](O1)N1C(=O)N=C(NC(CCCCCCCCCCCCCCCCC)=O)C=C1)O)O (N4 -stearoylcytidine-5'-pyrophosphate), P(O)(=O)(OP(=O)(O)O)OC[C@@H]1[C@H]([C@H]([C@@H](O1)N1C(=O)N=C(NC(CCCCCCC\C=C/CCCCCCCC)=O)C=C1)O)O (N4 -oleoylcytidine-5'-pyrophosphate), P(O)(=O)(OP(=O)(O)O)OC[C@@H]1[C@H]([C@H]([C@@H](O1)N1C(=O)N=C(NC(CCCCCCCCCCCCCCCC)=O)C=C1)O)O (N4 -margaroylcytidine-5'-pyrophosphate), P(O)(=O)(OP(=O)(O)O)OC[C@@H]1[C@H]([C@H]([C@@H](O1)N1C(=O)N=C(NC(CCCCCCCCCCCCCCCCCCCC)=O)C=C1)O)O (N4 -heneicosanoylcytidine-5'-pyrophosphate), P(O)(=O)(OP(=O)(O)O)OC[C@@H]1[C@H]([C@H]([C@@H](O1)N1C(=O)N=C(NC(CCCCCCCCCCCCCCCCCCCCC)=O)C=C1)O)O (N4 -behenoylcytidine-5'-pyrophosphate), P(O)(=O)(OP(=O)(O)O)OC[C@@H]1[C@H]([C@H]([C@@H](O1)N1C(=O)N=C(NC(CCCCCCCCCCCCCCCCCCC)=O)C=C1)O)O (N4 -arachidoylcytidine-5'-pyrophosphate), P(O)(=O)(OP(=O)(O)O)OC[C@@H]1[C@H]([C@H]([C@@H](O1)N1C(=O)N=C(NC(CCCCCCCCCCCCCC)=O)C=C1)O)O (N4 -pentadecanoylcytidine-5'-pyrophosphate), P(O)(=O)(OP(=O)(O)O)OC[C@@H]1[C@H]([C@H]([C@@H](O1)N1C(=O)N=C(NC(CCCCCCCCCCCCCCC)=O)C=C1)O)O (N4 -palmitoylcytidine-5'-pyrophosphate), P(O)(=O)(OP(=O)(O)O)OC[C@@H]1[C@H]([C@H]([C@@H](O1)N1C(=O)N=C(NC(CCCCCCCCCCCCCCCCCC)=O)C=C1)O)O (N4 -nonadecanoylcytidine-5'-pyrophosphate). The product is P(=O)(O)(O)OC[C@@H]1[C@H]([C@H]([C@@H](O1)N1C(=O)N=C(NC(CCCCCCCCCCCCC)=O)C=C1)O)O (N4 -myristoylcytidine-5'-phosphate). As a reaction SMILES: [P:1]([O:9][CH2:10][C@H:11]1[O:15][C@@H:14]([N:16]2[CH:38]=[CH:37][C:20]([NH:21][C:22](=[O:36])[CH2:23][CH2:24][CH2:25][CH2:26][CH2:27][CH2:28][CH2:29][CH2:30][CH2:31][CH2:32][CH2:33][CH2:34][CH3:35])=[N:19][C:17]2=[O:18])[C@H:13]([OH:39])[C@@H:12]1[OH:40])([O:4]P(O)(O)=O)(=[O:3])[OH:2].P(OC[C@H]1O[C@@H](N2C=CC(NC(=O)CCCCCCCCCCCCCC)=NC2=O)[C@H](O)[C@@H]1O)(OP(O)(O)=O)(=O)O.P(OC[C@H]1O[C@@H](N2C=CC(NC(=O)CCCCCCCCCCCCCCC)=NC2=O)[C@H](O)[C@@H]1O)(OP(O)(O)=O)(=O)O.P(OC[C@H]1O[C@@H](N2C=CC(NC(=O)CCCCCCCCCCCCCCCC)=NC2=O)[C@H](O)[C@@H]1O)(OP(O)(O)=O)(=O)O.P(OC[C@H]1O[C@@H](N2C=CC(NC(=O)CCCCCCCCCCCCCCCCC)=NC2=O)[C@H](O)[C@@H]1O)(OP(O)(O)=O)(=O)O.P(OC[C@H]1O[C@@H](N2C=CC(NC(=O)CCCCCCCCCCCCCCCCCC)=NC2=O)[C@H](O)[C@@H]1O)(OP(O)(O)=O)(=O)O.P(OC[C@H]1O[C@@H](N2C=CC(NC(=O)CCCCCCCCCCCCCCCCCCC)=NC2=O)[C@H](O)[C@@H]1O)(OP(O)(O)=O)(=O)O.P(OC[C@H]1O[C@@H](N2C=CC(NC(=O)CCCCCCCCCCCCCCCCCCCC)=NC2=O)[C@H](O)[C@@H]1O)(OP(O)(O)=O)(=O)O.P(OC[C@H]1O[C@@H](N2C=CC(NC(=O)CCCCCCCCCCCCCCCCCCCCC)=NC2=O)[C@H](O)[C@@H]1O)(OP(O)(O)=O)(=O)O.P(OC[C@H]1O[C@@H](N2C=CC(NC(=O)CCCCCCC/C=C\CCCCCCCC)=NC2=O)[C@H](O)[C@@H]1O)(OP(O)(O)=O)(=O)O>>[P:1]([O:9][CH2:10][C@H:11]1[O:15][C@@H:14]([N:16]2[CH:38]=[CH:37][C:20]([NH:21][C:22](=[O:36])[CH2:23][CH2:24][CH2:25][CH2:26][CH2:27][CH2:28][CH2:29][CH2:30][CH2:31][CH2:32][CH2:33][CH2:34][CH3:35])=[N:19][C:17]2=[O:18])[C@H:13]([OH:39])[C@@H:12]1[OH:40])([OH:3])([OH:4])=[O:2]. Procedure: Also, the following the above procedure using N4 -myristoylcytidine-5'-pyrophosphate, N4 -pentadecanoylcytidine-5'-pyrophosphate, N4 -palmitoylcytidine-5'-pyrophosphate, N4 -margaroylcytidine-5'-pyrophosphate, N4 -stearoylcytidine-5'-pyrophosphate, N4 -nonadecanoylcytidine-5'-pyrophosphate, N4 -arachidoylcytidine-5'-pyrophosphate, N4 -heneicosanoylcytidine-5'-pyrophosphate, N4 -behenoylcytidine-5'-pyrophosphate, and N4 -oleoylcytidine-5'-pyrophosphate, respectively, instead of N4 -myristoylcytid... Reactants: N1(CCOCC1)C(=O)C1=CC=C(C=C1)[C@H]1CN(CCO1)[C@H](C)C1=CC=CC=C1 (morpholin-4-yl-{4-[(2S)-4-((1R)-1-phenylethyl)-morpholin-2-yl]-phenyl}-methanone). The reagents and catalysts are [OH-].[OH-].[Pd+2] (palladium hydroxide on carbon). Run in C(C)O (ethanol). Yields the product N1(CCOCC1)C(=O)C1=CC=C(C=C1)[C@H]1CNCCO1 (morpholin-4-yl-((2S)-4-morpholin-2-yl-phenyl)-methanone). Isolated yield 99.8%. Reaction SMILES: [N:1]1([C:7]([C:9]2[CH:14]=[CH:13][C:12]([C@@H:15]3[O:20][CH2:19][CH2:18][N:17]([C@@H](C4C=CC=CC=4)C)[CH2:16]3)=[CH:11][CH:10]=2)=[O:8])[CH2:6][CH2:5][O:4][CH2:3][CH2:2]1>C(O)C.[OH-].[OH-].[Pd+2]>[N:1]1([C:7]([C:9]2[CH:14]=[CH:13][C:12]([C@@H:15]3[O:20][CH2:19][CH2:18][NH:17][CH2:16]3)=[CH:11][CH:10]=2)=[O:8])[CH2:6][CH2:5][O:4][CH2:3][CH2:2]1 |f:2.3.4|. Procedure: A solution of morpholin-4-yl-{4-[(2S)-4-((1R)-1-phenylethyl)-morpholin-2-yl]-phenyl}-methanone (465 mg, 1.20 mmol) and 20% palladium hydroxide on carbon (0.50 g) in ethanol (6.0 ml) was stirred under hydrogen atmosphere at room temperature for 10 hours. The mixture was passed through Celite column and the organic layer was concentrated under reduced pressure to yield morpholin-4-yl-((2S)-4-morpholin-2-yl-phenyl)-methanone (331 mg, 100%) as a clear oil. Starting materials: CC#N, Clc1nc2ncccc2s1, [K+], [K+], O=C([O-])[O-], O=Cc1ccc(O)cc1. Yields the product O=Cc1ccc(Oc2nc3ncccc3s2)cc1. RXN SMILES: [CH3:26][C:27]#[N:28].[Cl:1][c:2]1[s:3][c:4]2[c:5]([n:6][cH:7][cH:8][cH:9]2)[n:10]1.[K+:20].[K+:21].[O-:22][C:23]([O-:24])=[O:25].[OH:11][c:12]1[cH:13][cH:14][c:15]([CH:16]=[O:17])[cH:18][cH:19]1>>[c:2]1([O:11][c:12]2[cH:13][cH:14][c:15]([CH:16]=[O:17])[cH:18][cH:19]2)[s:3][c:4]2[c:5]([n:6][cH:7][cH:8][cH:9]2)[n:10]1. Reactants: CC#N, Cl, Cl[Cu], O=N[O-], CCOC(=O)C(CC1CC1)c1cc(OCC(F)(F)F)c(N)c(-c2ccc(C(F)(F)F)cc2)c1, [Na+], O, O. The product is CCOC(=O)C(CC1CC1)c1cc(OCC(F)(F)F)c(Cl)c(-c2ccc(C(F)(F)F)cc2)c1. As a reaction SMILES: [CH3:38][C:39]#[N:40].[ClH:42].[Cu:44][Cl:45].[N:34]([O-:35])=[O:36].[NH2:1][c:2]1[c:3]([O:28][CH2:29][C:30]([F:31])([F:32])[F:33])[cH:4][c:5]([CH:18]([C:19](=[O:20])[O:21][CH2:22][CH3:23])[CH2:24][CH:25]2[CH2:26][CH2:27]2)[cH:6][c:7]1-[c:8]1[cH:9][cH:10][c:11]([C:14]([F:15])([F:16])[F:17])[cH:12][cH:13]1.[Na+:37].[OH2:41].[OH2:43]>>[c:2]1([Cl:42])[c:3]([O:28][CH2:29][C:30]([F:31])([F:32])[F:33])[cH:4][c:5]([CH:18]([C:19](=[O:20])[O:21][CH2:22][CH3:23])[CH2:24][CH:25]2[CH2:26][CH2:27]2)[cH:6][c:7]1-[c:8]1[cH:9][cH:10][c:11]([C:14]([F:15])([F:16])[F:17])[cH:12][cH:13]1. Product: [N+](=O)([O-])CCN.O1N=C(C=C1)CSCCNC=C (1-Nitro-2-ethylamine 2-[2-(3-isoxazolylmethylthio)ethylamino]ethylene). The reactants are [N+](=O)([O-])C=C(NCCSCC1=NOC=C1)SC (1-nitro-2-methylthio-2-[2-(3-isoxazolylmethylthio)ethylamino]ethylene), C(C)N (ethylamine). RXN SMILES: [N+:1]([CH:4]=[C:5](SC)[NH:6][CH2:7][CH2:8][S:9][CH2:10][C:11]1[CH:15]=[CH:14][O:13][N:12]=1)([O-:3])=[O:2].C(N)C>>[N+:1]([CH2:4][CH2:5][NH2:6])([O-:3])=[O:2].[O:13]1[CH:14]=[CH:15][C:11]([CH2:10][S:9][CH2:8][CH2:7][NH:6][CH:5]=[CH2:4])=[N:12]1 |f:2.3|. Procedure: Reaction of 1-nitro-2-methylthio-2-[2-(3-isoxazolylmethylthio)ethylamino]ethylene (seeExample 31 (ii)) with ethylamine by the procedure of Example 8(ii) gives the title product. Reactants: O=C1CCC(=O)N1Br, COC(=O)c1nc2ccc(OC)cc2c(-c2ccc(OC)cc2)c1C, CC(C)(C#N)N=NC(C)(C)C#N, c1ccccc1. Yields the product COC(=O)c1nc2ccc(OC)cc2c(-c2ccc(OC)cc2)c1CBr. RXN SMILES: [Br:26][N:27]1[C:28](=[O:29])[CH2:30][CH2:31][C:32]1=[O:33].[CH3:1][O:2][c:3]1[cH:4][c:5]2[c:6](-[c:18]3[cH:19][cH:20][c:21]([O:24][CH3:25])[cH:22][cH:23]3)[c:7]([CH3:17])[c:8]([C:13](=[O:14])[O:15][CH3:16])[n:9][c:10]2[cH:11][cH:12]1.[N:34]([C:35]([CH3:36])([CH3:37])[C:38]#[N:39])=[N:40][C:41]([CH3:42])([CH3:43])[C:44]#[N:45].[cH:46]1[cH:47][cH:48][cH:49][cH:50][cH:51]1>>[CH3:1][O:2][c:3]1[cH:4][c:5]2[c:6](-[c:18]3[cH:19][cH:20][c:21]([O:24][CH3:25])[cH:22][cH:23]3)[c:7]([CH2:17][Br:26])[c:8]([C:13](=[O:14])[O:15][CH3:16])[n:9][c:10]2[cH:11][cH:12]1. Reactants: N#Cc1nc(Cl)c(Cl)nc1C#N, CCS, CC(C)=O, O, c1ccncc1. Yields the product CCSc1nc(C#N)c(C#N)nc1Cl. Reaction SMILES: [C:1](#[N:2])[c:3]1[n:4][c:5]([Cl:12])[c:6]([Cl:11])[n:7][c:8]1[C:9]#[N:10].[CH2:13]([CH3:14])[SH:15].[CH3:22][C:23](=[O:24])[CH3:25].[OH2:26].[cH:16]1[cH:17][cH:18][n:19][cH:20][cH:21]1>>[C:1](#[N:2])[c:3]1[n:4][c:5]([Cl:12])[c:6]([S:15][CH2:13][CH3:14])[n:7][c:8]1[C:9]#[N:10]. Reactants: C=O (formaldehyde), S(O)(O)(=O)=O (sulfuric acid), S(O)(O)(=O)=O (sulfuric acid), [OH-].[Na+] (NaOH), CCCCCC (hexane), [OH-].[Na+] (NaOH), C1CNCCNCCN1 (TACN), C1CNCCNCCN1 (TACN), C(=O)=O (CO2). Run in C(=O)O (formic acid), O (water), O (water). Conditions: temperature 140 celsius, time 15 minute. Yields the product CN1CCN(CCN(CC1)C)C (1,4,7-Trimethyl-1,4,7-triazacyclononane). As a reaction SMILES: S(=O)(=O)(O)O.[CH2:6]1[NH:14][CH2:13][CH2:12][NH:11][CH2:10][CH2:9][NH:8][CH2:7]1.[OH-].[Na+].[CH2:17]=O.C(=O)=O.CCCC[CH2:26][CH3:27]>C(O)=O.O>[CH3:7][N:8]1[CH2:27][CH2:26][N:14]([CH3:6])[CH2:13][CH2:12][N:11]([CH3:17])[CH2:10][CH2:9]1 |f:2.3|. Reported procedure: To a magnetically stirred 500-mL flask containing 106 mL of concentrated sulfuric acid and 19 ml of milli-Q water was added 100 g (0.17 mol) of Ts3 -TACN over a few minutes. A large portion of the Ts3 -TACN floated on top of the mixture. The reaction mixture was heated in a 140° C. oil bath. After stirring vigorously for 15 minutes, the material dissolved in the acid. Heating was continued for a total of 6 hours. A 5-L flask equipped with an overhead stirrer and a condenser was cooled to 0° C. a... The reactants are C(CCCCCC)(=O)Cl (heptanoyl chloride), ( a ), C(C)(C)[C@@H]1NC(OC1)=O (4-(S)-isopropyl-oxazolidin-2-one), [Li]CCCC (n-BuLi). Run in C1CCOC1 (THF), hexanes. Yields the product C(CCCCCC)(=O)N1C(OC[C@@H]1C(C)C)=O (3-heptanoyl-4-(S)-isopropyl-oxazolidin-2-one). As a reaction SMILES: [CH:1]([C@H:4]1[CH2:8][O:7][C:6](=[O:9])[NH:5]1)([CH3:3])[CH3:2].[Li]CCCC.[C:15](Cl)(=[O:22])[CH2:16][CH2:17][CH2:18][CH2:19][CH2:20][CH3:21]>C1COCC1>[C:15]([N:5]1[C@@H:4]([CH:1]([CH3:3])[CH3:2])[CH2:8][O:7][C:6]1=[O:9])(=[O:22])[CH2:16][CH2:17][CH2:18][CH2:19][CH2:20][CH3:21]. Procedure: The synthesis of Fragment B is comprised of the following steps: (a) a solution of 4-(S)-isopropyl-oxazolidin-2-one 2 in THF at a temperature of −78° C. is treated with a solution of n-BuLi in hexanes, or any suitable base; (b) heptanoyl chloride 3 is added to the mixture to yield 3-heptanoyl-4-(S)-isopropyl-oxazolidin-2-one 4; (c) treatment of a solution of 4 in THF with lithium diisopropylamide, or similar bases, followed by bromoacetic acid tert-butyl ester yield 3-(4-(S)-isopropyl-2-oxo-oxaz... Reactants: COC(=O)c1ccc(C(Br)C(=O)O)cc1, CC#N, CCN(C(C)C)C(C)C, Nc1ccccc1. The product is CCN(C(C)C)C(C)C, COC(=O)c1ccc(C(Nc2ccccc2)C(=O)O)cc1. RXN SMILES: [Br:1][CH:2]([C:3](=[O:4])[OH:5])[c:6]1[cH:7][cH:8][c:9]([C:12](=[O:13])[O:14][CH3:15])[cH:10][cH:11]1.[CH3:32][C:33]#[N:34].[CH:23]([CH3:24])([CH3:25])[N:26]([CH:27]([CH3:28])[CH3:29])[CH2:30][CH3:31].[NH2:16][c:17]1[cH:18][cH:19][cH:20][cH:21][cH:22]1>>[CH:23]([CH3:24])([CH3:25])[N:26]([CH:27]([CH3:28])[CH3:29])[CH2:30][CH3:31].[CH:2]([C:3](=[O:4])[OH:5])([c:6]1[cH:7][cH:8][c:9]([C:12](=[O:13])[O:14][CH3:15])[cH:10][cH:11]1)[NH:16][c:17]1[cH:18][cH:19][cH:20][cH:21][cH:22]1.